From a dataset of the Open Reaction Database (ORD), a public repository of structured organic reaction records. describe an organic reaction: reactants, conditions, products, and yield Starting materials: CCOCC (ether), C1(=CC=CC=C1)C(=O)CC1=CC=CC=C1 (deoxybenzoin), C(C)(=O)OCC (ethyl acetate), CCCCCC (hexane). Yields the product C1(=CC=CC=C1)C1=C(C=CC=C1)C=CC(=O)C1=CC=CC=C1 (2-phenylchalcone), desired compound. Reaction SMILES: CC[O:3][CH2:4][CH3:5].[C:6]1([C:12]([CH2:14][C:15]2[CH:20]=[CH:19][CH:18]=[CH:17][CH:16]=2)=O)[CH:11]=[CH:10][CH:9]=[CH:8][CH:7]=1.C(OCC)(=O)C.[CH3:27][CH2:28][CH2:29][CH2:30][CH2:31]C>>[C:15]1([C:14]2[CH:12]=[CH:6][CH:11]=[CH:10][C:9]=2[CH:8]=[CH:7][C:4]([C:5]2[CH:31]=[CH:30][CH:29]=[CH:28][CH:27]=2)=[O:3])[CH:16]=[CH:17][CH:18]=[CH:19][CH:20]=1. Procedure: To a solution the monotetrahydropyranyl ether of the dihydroxydeoxybenzoin (6.87 g, 22 mmole) and 4-hydroxybenzaldehyde (2.44 gm, 20 mmole) in dry benzene (100 ml) was added dry piperidine (0.12 ml). It was refluxed for 30 hours removing water azeotropically adding fresh portions of dry benzene from time to time to replenish the distilled benzene. The reaction mixture was cooled and washed with water (2×40 ml). The organic layer was dried (Na2SO4) and concentrated. The residue left was allowed t... The reactants are CCCCNCCS, Cn1c(C(F)(F)F)cc(=O)n(-c2ccc3snc(C=O)c3c2)c1=O, CCO, C1CCOC1. Yields the product CCCCN1CCSC1c1nsc2ccc(-n3c(=O)cc(C(F)(F)F)n(C)c3=O)cc12. Reaction SMILES: [CH2:25]([CH2:26][CH2:27][CH3:28])[NH:29][CH2:30][CH2:31][SH:32].[CH3:1][n:2]1[c:3](=[O:24])[n:4](-[c:13]2[cH:14][cH:15][c:16]3[c:17]([c:18]([CH:21]=[O:22])[n:19][s:20]3)[cH:23]2)[c:5](=[O:12])[cH:6][c:7]1[C:8]([F:9])([F:10])[F:11].[CH3:33][CH2:34][OH:35].[O:36]1[CH2:37][CH2:38][CH2:39][CH2:40]1>>[CH3:1][n:2]1[c:3](=[O:24])[n:4](-[c:13]2[cH:14][cH:15][c:16]3[c:17]([c:18]([CH:21]4[N:29]([CH2:25][CH2:26][CH2:27][CH3:28])[CH2:30][CH2:31][S:32]4)[n:19][s:20]3)[cH:23]2)[c:5](=[O:12])[cH:6][c:7]1[C:8]([F:9])([F:10])[F:11]. Reactants: BrCC1=C(C(N=C(N1C)C=1SC=CN1)C1=C(C=C(C=C1)F)Cl)C(=O)OCC (Ethyl 6-(bromomethyl)-4-(2-chloro-4-fluorophenyl)-1-methyl-2-(thiazol-2-yl)-1,4-dihydropyrimidine-5-carboxylate), N1C(COCC1)C(=O)O (morpholine-3-carboxylic acid). Yields the product ClC1=C(C=CC(=C1)F)C1C(=C(N(C(=N1)C=1SC=CN1)C)CN1C(COCC1)C(=O)O)C(=O)OCC (4-((6-(2-chloro-4-fluorophenyl)-5-(ethoxycarbonyl)-3-methyl-2-(thiazol-2-yl)-3,6-dihydropyrimidin-4-yl)methyl)morpholine-3-carboxylic acid). Isolated yield 18.7%. RXN SMILES: Br[CH2:2][C:3]1[N:8]([CH3:9])[C:7]([C:10]2[S:11][CH:12]=[CH:13][N:14]=2)=[N:6][CH:5]([C:15]2[CH:20]=[CH:19][C:18]([F:21])=[CH:17][C:16]=2[Cl:22])[C:4]=1[C:23]([O:25][CH2:26][CH3:27])=[O:24].[NH:28]1[CH2:33][CH2:32][O:31][CH2:30][CH:29]1[C:34]([OH:36])=[O:35]>>[Cl:22][C:16]1[CH:17]=[C:18]([F:21])[CH:19]=[CH:20][C:15]=1[CH:5]1[N:6]=[C:7]([C:10]2[S:11][CH:12]=[CH:13][N:14]=2)[N:8]([CH3:9])[C:3]([CH2:2][N:28]2[CH2:33][CH2:32][O:31][CH2:30][CH:29]2[C:34]([OH:36])=[O:35])=[C:4]1[C:23]([O:25][CH2:26][CH3:27])=[O:24]. Procedure details: Ethyl 6-(bromomethyl)-4-(2-chloro-4-fluorophenyl)-1-methyl-2-(thiazol-2-yl)-1,4-dihydropyrimidine-5-carboxylate (0.48 g, 1.02 mmol) was reacted with morpholine-3-carboxylic acid (0.4 g, 3.06 mmol) according to the procedure as described in Example 1, Step C to give the title compound as a yellow solid (0.1 g, 20%). The compound was characterized by the following spectroscopic data: As a reaction SMILES: [CH2:1]=[CH:2][C:3]1[CH:8]=[CH:7][CH:6]=[CH:5][CH:4]=1.[C:9]([OH:13])(=[O:12])[CH:10]=[CH2:11].[C:14]([O:19][CH2:20][CH2:21]C[Si](OC)(OC)OC)(=[O:18])[C:15](C)=[CH2:16].C=CC1C=CC=CC=1.C(OCC)(=O)C=C>>[CH2:1]=[CH:2][C:3]1[CH:8]=[CH:7][CH:6]=[CH:5][CH:4]=1.[C:14]([O:19][CH2:20][CH3:21])(=[O:18])[CH:15]=[CH2:16].[C:9]([OH:13])(=[O:12])[CH:10]=[CH2:11] |f:3.4,5.6.7|. Product: C=CC1=CC=CC=C1.C(C=C)(=O)OCC.C(C=C)(=O)O (styrene ethyl acrylate acrylic acid). Procedure details: A styrene/ethyl acrylate/acrylic acid copolymer emulsion was prepared using 384 g of a mixed monomer feed (39.7, 59.6, 0.7% by weight respectively) fed to a reaction vessel. The temperature was maintained at 60°±2° C. until polymerization was complete, using a redox system. 56.8 g of a mixture of styrene, acrylic acid and γ-methacryloxypropyl trimethoxy silane (81.3, 16.9, 1.8% by weight respectively) was then added to the polymer emulsion and polymerised under similar conditions. By this manner... Starting materials: mixed monomer, mixture, C=CC1=CC=CC=C1 (styrene), C(C=C)(=O)O (acrylic acid), C(C(=C)C)(=O)OCCC[Si](OC)(OC)OC (γ-methacryloxypropyl trimethoxy silane), C=CC1=CC=CC=C1.C(C=C)(=O)OCC (styrene ethyl acrylate). Reactants: C(=C\CCC)/C1CCC(CC1)=O (4-(1E-pentenyl)cyclohexanone), O (water), [Cl-].COC[P+](C1=CC=CC=C1)(C1=CC=CC=C1)C1=CC=CC=C1 (methoxymethyl-triphenylphosphonium chloride), potassium t-butylate. Solvent: O1CCCC1 (tetrahydrofuran), COC(C)(C)C (t-butyl methyl ether). Run at time 1 hour. Yields the product crude product, COC=C1CCC(CC1)\C=C\CCC (1-(methoxymethylene)-4-(1E-pentenyl)cyclohexane). RXN SMILES: [Cl-].[CH3:2][O:3][CH2:4][P+](C1C=CC=CC=1)(C1C=CC=CC=1)C1C=CC=CC=1.[CH:24](/[CH:29]1[CH2:34][CH2:33][C:32](=O)[CH2:31][CH2:30]1)=[CH:25]\[CH2:26][CH2:27][CH3:28].O>COC(C)(C)C.O1CCCC1>[CH3:2][O:3][CH:4]=[C:32]1[CH2:33][CH2:34][CH:29](/[CH:24]=[CH:25]/[CH2:26][CH2:27][CH3:28])[CH2:30][CH2:31]1 |f:0.1|. Procedure details: 7 g of methoxymethyl-triphenylphosphonium chloride were suspended in 35 ml of t-butyl methyl ether and the suspension was treated at -20° C. with 2.43 g of potassium t-butylate. The mixture was stirred for a further 1 hour at room temperature, then treated dropwise at -20° C. with a solution of 2 g of 4-(1E-pentenyl)cyclohexanone in 18 ml of tetrahydrofuran and the mixture was stirred for a further 1 hour at room temperature. The reaction mixture was subsequently treated with water and extracted... Reactants: ClC1=C(C(=O)O)C=CC=C1Cl (2,3-dichlorobenzoic acid), FC1(CCC(CC1)(C=1C=NC(=NC1)C(F)(F)F)CN)F ((4,4-difluoro-1-(2-(trifluoromethyl)pyrimidin-5-yl)cyclohexyl)methanamine). Yields the product ClC1=C(C(=O)NCC2(CCC(CC2)(F)F)C=2C=NC(=NC2)C(F)(F)F)C=CC=C1Cl (2,3-dichloro-N-((4,4-difluoro-1-(2-(trifluoromethyl)pyrimidin-5-yl)cyclohexyl)methyl)benzamide). RXN SMILES: [Cl:1][C:2]1[C:10]([Cl:11])=[CH:9][CH:8]=[CH:7][C:3]=1[C:4]([OH:6])=O.[F:12][C:13]1([F:31])[CH2:18][CH2:17][C:16]([CH2:29][NH2:30])([C:19]2[CH:20]=[N:21][C:22]([C:25]([F:28])([F:27])[F:26])=[N:23][CH:24]=2)[CH2:15][CH2:14]1>>[Cl:1][C:2]1[C:10]([Cl:11])=[CH:9][CH:8]=[CH:7][C:3]=1[C:4]([NH:30][CH2:29][C:16]1([C:19]2[CH:20]=[N:21][C:22]([C:25]([F:28])([F:27])[F:26])=[N:23][CH:24]=2)[CH2:17][CH2:18][C:13]([F:12])([F:31])[CH2:14][CH2:15]1)=[O:6]. Procedure: From 2,3-dichlorobenzoic acid and (4,4-difluoro-1-(2-(trifluoromethyl)pyrimidin-5-yl)cyclohexyl)methanamine. LCMS (MH+): m/z=468.1, tR (minutes, Method G)=2.48 Starting materials: c1(nc(nc(n1)F)F)F, C1[C@H]([C@H]2[C@@H]([C@@]1(COC(=O)C)O)OC(O2)(C)C)N1C(c2c(C1=O)cccc2)=O. Reagents/catalysts: c1ccc(cc1)-c2c3ccccc3cc4ccccc24 (9-Phenylanthracene). Solvent: C1CCOC1 (THF). Reaction conditions: temperature 25 celsius, time 18 hour. Yields the product CC(=O)OC[C@@]1(F)C[C@H]([C@@H]2OC(C)(C)O[C@H]12)N3C(=O)c4ccccc4C3=O. Reaction SMILES: [CH3:1][C:2]([O:4][CH2:5][C@:6]1([C@H:15]([C@@H:9]2[C@H:8]([N:16]3[C:25](=[O:26])[c:24]([c:19]4[C:17]3=[O:18])[cH:23][cH:22][cH:21][cH:20]4)[CH2:7]1)[O:14][C:11]([CH3:13])([CH3:12])[O:10]2)O)=[O:3].[F:27]c1nc(F)nc(F)n1>>[CH3:1][C:2]([O:4][CH2:5][C@@:6]1([C@H:15]([C@@H:9]2[C@H:8]([N:16]3[C:25](=[O:26])[c:24]([c:19]4[C:17]3=[O:18])[cH:23][cH:22][cH:21][cH:20]4)[CH2:7]1)[O:14][C:11]([CH3:13])([CH3:12])[O:10]2)[F:27])=[O:3].